From a dataset of the Open Reaction Database (ORD), a public repository of structured organic reaction records. describe an organic reaction: reactants, conditions, products, and yield The reactants are ClC1=CC=C(C=2CCN(CCC21)C)CCCCl (6-chloro-9-(3-chloropropyl)-2,3,4,5-tetrahydro-3-methyl-1H-3-benzazepine), [Na].N1N=CN=C1 (1H-1,2,4-triazole sodium salt), ClC=1C=NNC1 (4-chloro-1H-pyrazole). Product: Cl.ClC1=CC=C(C=2CCN(CCC21)C)CCCN2N=CC(=C2)Cl (6-chloro-9-[3-(4-chloro-1H-pyrazol-1-yl)propyl]-2,3,4,5-tetrahydro-3-methyl-1H-3-benzazepine hydrochloride). Yield: 60.0%. As a reaction SMILES: [Cl:1][C:2]1[C:12]2[CH2:11][CH2:10][N:9]([CH3:13])[CH2:8][CH2:7][C:6]=2[C:5]([CH2:14][CH2:15][CH2:16]Cl)=[CH:4][CH:3]=1.[Na].N1C=NC=N1.[Cl:24][C:25]1[CH:26]=[N:27][NH:28][CH:29]=1>>[ClH:1].[Cl:1][C:2]1[C:12]2[CH2:11][CH2:10][N:9]([CH3:13])[CH2:8][CH2:7][C:6]=2[C:5]([CH2:14][CH2:15][CH2:16][N:27]2[CH:26]=[C:25]([Cl:24])[CH:29]=[N:28]2)=[CH:4][CH:3]=1 |f:1.2,4.5,^1:17|. Reported procedure: Using the general procedure of Example 11, replacing [(9-chloro-2,3,4,5-tetrahydro-3-methyl-1H-3-benzazepin-6-yl)oxy]ethanol 4-methylbenzenesulfonate with 6-chloro-9-(3-chloropropyl)-2,3,4,5-tetrahydro-3-methyl-1H-3-benzazepine and 1H-1,2,4-triazole sodium salt with 4-chloro-1H-pyrazole gave 0.33 g (60%) of 6-chloro-9-[3-(4-chloro-1H-pyrazol-1-yl)propyl]-2,3,4,5-tetrahydro-3-methyl-1H-3-benzazepine hydrochloride; mp 142.5°-145° C. Starting materials: FC1=C(CN2N=C(C=3C2=NC=CC3)C3=NC(=C2N(C(NC2=N3)=O)C)I)C=CC=C1 (2-[1-(2-Fluorobenzyl)-1H-pyrazolo[3,4-b]pyridin-3-yl]-6-iodo-7-methyl-7,9-dihydro-8H-purin-8-one), NCCO (2-aminoethanol). The solvent is CN1C(CCC1)=O (N-methylpyrrolidone). Run at temperature 150 celsius. Yields the product FC1=C(CN2N=C(C=3C2=NC=CC3)C3=NC(=C2N(C(NC2=N3)=O)C)NCCO)C=CC=C1 (2-[1-(2-Fluorobenzyl)-1H-pyrazolo[3,4-b]pyridin-3-yl]-6-[(2-hydroxyethyl)amino]-7-methyl-7,9-dihydro-8H-purin-8-one). As a reaction SMILES: [F:1][C:2]1[CH:29]=[CH:28][CH:27]=[CH:26][C:3]=1[CH2:4][N:5]1[C:9]2=[N:10][CH:11]=[CH:12][CH:13]=[C:8]2[C:7]([C:14]2[N:22]=[C:21]3[C:17]([N:18]([CH3:24])[C:19](=[O:23])[NH:20]3)=[C:16](I)[N:15]=2)=[N:6]1.[NH2:30][CH2:31][CH2:32][OH:33]>CN1CCCC1=O>[F:1][C:2]1[CH:29]=[CH:28][CH:27]=[CH:26][C:3]=1[CH2:4][N:5]1[C:9]2=[N:10][CH:11]=[CH:12][CH:13]=[C:8]2[C:7]([C:14]2[N:22]=[C:21]3[C:17]([N:18]([CH3:24])[C:19](=[O:23])[NH:20]3)=[C:16]([NH:30][CH2:31][CH2:32][OH:33])[N:15]=2)=[N:6]1. Procedure: 200 mg (0.399 mmol) of the compound obtained in example 107 were dissolved in N-methylpyrrolidone (4 ml) and admixed with 2-aminoethanol (1.5 ml), and then heated in a microwavable flask with septum in a microwave at 150° C. for 5 h. The reaction mixture was purified by means of preparative HPLC (acetonitrile:water (+0.05% formic acid) gradient). 31 mg of the title compound were obtained (18% of theory). The reactants are CN1C(=NC2=C1C=C(C(=C2)C(=O)O)C(=O)O)C (1,2-dimethyl-5,6-benzimidazoledicarboxylic acid), C(C)(=O)OC(C)=O (acetic anhydride). Conditions: time 2 hour. The product is CN1C(=NC2=C1C=C1C(=C2)C(=O)OC1=O)C (1,2-Dimethyl-5,6-benzimidazoledicarboxylic anhydride). Isolated yield 90.1%. RXN SMILES: [CH3:1][N:2]1[C:6]2[CH:7]=[C:8]([C:14]([OH:16])=[O:15])[C:9]([C:11](O)=[O:12])=[CH:10][C:5]=2[N:4]=[C:3]1[CH3:17].C(OC(=O)C)(=O)C>>[CH3:1][N:2]1[C:6]2[CH:7]=[C:8]3[C:14](=[O:16])[O:15][C:11](=[O:12])[C:9]3=[CH:10][C:5]=2[N:4]=[C:3]1[CH3:17]. Procedure: A mixture of the 1,2-dimethyl-5,6-benzimidazoledicarboxylic acid (1.25 g, 5.34 mmol) and acetic anhydride is stirred for 2 hours at reflux temperature, cooled to 5° and filtered. The filter cake is dried to give the title product as brown needles (1.04 g, 90.1%), mp 310°-315° C. The reactants are BrC1=C(C=O)C=CC=C1F (2-bromo-3-fluorobenzaldehyde), COC(CN)OC (aminoacetaldehyde dimethyl acetal), O (H2O). Solvent: C1(=CC=CC=C1)C (toluene). Reaction conditions: temperature 130 celsius, time 30 minute. The product is BrC=1C(=CC=C2C=CN=CC12)F (8-bromo-7-fluoro-isoquinoline). As a reaction SMILES: [Br:1][C:2]1[C:9]([F:10])=[CH:8][CH:7]=[CH:6][C:3]=1[CH:4]=O.CO[CH:13](OC)[CH2:14][NH2:15].O>C1(C)C=CC=CC=1>[Br:1][C:2]1[C:9]([F:10])=[CH:8][CH:7]=[C:6]2[C:3]=1[CH:4]=[N:15][CH:14]=[CH:13]2. Procedure details: A mixture of 2-bromo-3-fluorobenzaldehyde (4.06 g, 20 mmol, 1 eq.) and aminoacetaldehyde dimethyl acetal (2.18 mL, 20 mmol, 1 eq.) in toluene (50 mL) was stirred at 130° C. with concomitant removal of H2O (Dean-Stark) for 1 hour. The mixture was concentrated in vacuo and dried under h.v. The resulting imine was added dropwise over 20 min to hot H2SO4 (20 mL) at 140° C. After addition completion, the mixture was stirred at 130° C. for another 30 min. The mixture was allowed to cool to r.t., poure... Starting materials: CC(=O)OC(C)=O, CNCC1(N(C)C)CCCCC1, O=CO. Product: CN(C=O)CC1(N(C)C)CCCCC1. Reaction SMILES: [CH3:1][C:2]([O:3][C:5]([CH3:4])=[O:7])=[O:6].[CH3:8][NH:9][CH2:10][C:11]1([N:17]([CH3:18])[CH3:19])[CH2:12][CH2:13][CH2:14][CH2:15][CH2:16]1.[CH:20]([OH:21])=[O:22]>>[CH:5](=[O:7])[N:9]([CH3:8])[CH2:10][C:11]1([N:17]([CH3:18])[CH3:19])[CH2:12][CH2:13][CH2:14][CH2:15][CH2:16]1. Run at time 3 hour. Procedure: To a flask containing a mixture of 4,4'-dibromobenzophenone (5.0 g, 14.7 mmol), PdCl2 (PPh3)2 (0.42 mg, 0.60 mmol), and CuI (60 mg, 0.30 mmol) was added THF (100 mL), iPr2NH (20 mL) and trimethylsilylacetylene (4.6 mL, 32.5 mmol) under a nitrogen atmosphere. The mixture was stirred at room temperature for 40 hours. The solvent was removed under vacuum, and the residue was extracted with CH2Cl2 /H2O. The organic layer was collected, dried over MgSO4, filtered through Al2O3, and pumped dry. The re... The yield is 68.0%. Reactants: C[Si](C)(C)C#CC1=CC=C(C(=O)C2=CC=C(C=C2)C#C[Si](C)(C)C)C=C1 (4,4'-bis(trimethylsilylethynyl)benzophenone), [OH-].[K+] (KOH). Product: C(#C)C1=CC=C(C(=O)C2=CC=C(C=C2)C#C)C=C1 (4,4'-diethynylbenzophenone). Run in CO (MeOH). Reaction SMILES: C[Si]([C:5]#[C:6][C:7]1[CH:26]=[CH:25][C:10]([C:11]([C:13]2[CH:18]=[CH:17][C:16]([C:19]#[C:20][Si](C)(C)C)=[CH:15][CH:14]=2)=[O:12])=[CH:9][CH:8]=1)(C)C.[OH-].[K+]>CO>[C:19]([C:16]1[CH:17]=[CH:18][C:13]([C:11]([C:10]2[CH:9]=[CH:8][C:7]([C:6]#[CH:5])=[CH:26][CH:25]=2)=[O:12])=[CH:14][CH:15]=1)#[CH:20] |f:1.2|. The reactants are ClC1=CC=C(C=C1)CC[C@]1(OC[C@H](O1)COS(=O)(=O)C1=CC=C(C=C1)C)CN1C=NC=C1 ((2R,4S)-2-[2-(4-chlorophenyl)ethyl]-2-[(1H-imidazol-1-yl)methyl]-4-[(p-toluenesulfonyloxy)methyl]-1,3-dioxolane), [N-]=[N+]=[N-].[Na+] (sodium azide). The solvent is CN(C=O)C (N,N-dimethylformamide), O (H2O). Reaction conditions: temperature 110 celsius, time 2 hour. Product: N(=[N+]=[N-])CC1OC(OC1)(CCC1=CC=C(C=C1)Cl)CN1C=NC=C1 (1-{4-Azidomethyl-2-[2-(4-chlorophenyl)ethyl]-[1,3]dioxolan-2-ylmethyl}-1H-imidazole). As a reaction SMILES: [Cl:1][C:2]1[CH:7]=[CH:6][C:5]([CH2:8][CH2:9][C@:10]2([CH2:27][N:28]3[CH:32]=[CH:31][N:30]=[CH:29]3)[O:14][C@H:13]([CH2:15]OS(C3C=CC(C)=CC=3)(=O)=O)[CH2:12][O:11]2)=[CH:4][CH:3]=1.[N-:33]=[N+:34]=[N-:35].[Na+]>CN(C)C=O.O>[N:33]([CH2:15][CH:13]1[CH2:12][O:11][C:10]([CH2:27][N:28]2[CH:32]=[CH:31][N:30]=[CH:29]2)([CH2:9][CH2:8][C:5]2[CH:6]=[CH:7][C:2]([Cl:1])=[CH:3][CH:4]=2)[O:14]1)=[N+:34]=[N-:35] |f:1.2|. Procedure details: To a mixture of QC-16 (201 mg, 0.42 mmol) in N,N-dimethylformamide (3 mL) was added sodium azide (546 mg, 8.40 mmol, 20 equiv). The mixture was heated at 110° C. with stirring for 2 h. The reaction mixture was cooled to room temperature, diluted with H2O, extracted with EtOAc (3×), and the combined organic extracts were washed sequentially with a saturated aqueous solution of Na2CO3, and 1120, and then dried (Na2SO4). The solution was concentrated and the golden oily residue purified by flash co...